This data is from the Open Reaction Database (ORD), a public repository of structured organic reaction records. The task is: describe an organic reaction: reactants, conditions, products, and yield Reactants: [Al+3], C1CCOC1, COC1CCN(Cc2ccc3c(c2)CCC(N)C3)CC1, [H-], [H-], [H-], [H-], [Li+], NC1CCc2cc(CN3CCCCCC3)ccc2C1, NC1CCc2cc(C(=O)N3CCCC3)ccc2C1, [Na+], [OH-], O. Yields the product NC1CCc2cc(CN3CCCC3)ccc2C1. Reaction SMILES: [Al+3:20].[CH2:66]1[O:67][CH2:68][CH2:69][CH2:70]1.[CH3:27][O:28][CH:29]1[CH2:30][CH2:31][N:32]([CH2:33][c:34]2[cH:35][c:36]3[c:37]([cH:38][cH:39]2)[CH2:40][CH:41]([NH2:42])[CH2:43][CH2:44]3)[CH2:45][CH2:46]1.[H-:19].[H-:22].[H-:23].[H-:24].[Li+:21].[N:47]1([CH2:48][c:49]2[cH:50][c:51]3[c:52]([cH:53][cH:54]2)[CH2:55][CH:56]([NH2:57])[CH2:58][CH2:59]3)[CH2:60][CH2:61][CH2:62][CH2:63][CH2:64][CH2:65]1.[NH2:1][CH:2]1[CH2:3][c:4]2[cH:5][cH:6][c:7]([C:12](=[O:13])[N:14]3[CH2:15][CH2:16][CH2:17][CH2:18]3)[cH:8][c:9]2[CH2:10][CH2:11]1.[Na+:26].[OH-:25].[OH2:71]>>[NH2:1][CH:2]1[CH2:3][c:4]2[cH:5][cH:6][c:7]([CH2:12][N:14]3[CH2:15][CH2:16][CH2:17][CH2:18]3)[cH:8][c:9]2[CH2:10][CH2:11]1. The reactants are CC([C@@H](/C=C/[C@H]1[C@@H](CC([C@@H]1CCCCCCC(=O)O)=O)O)OC1OCCCC1)(CC#CC)C ((13E)-(11R,15R)-16,16-dimethyl-11-hydroxy-9-oxo-15-(tetrahydropyran-2-yloxy)-13-prosten-18-ynoic acid). The solvent is C(C)(=O)O.O.C1CCOC1 (acetic acid water THF). The product is CC([C@@H](/C=C/[C@H]1[C@@H](CC([C@@H]1CCCCCCC(=O)O)=O)O)O)(CC#CC)C ((13E)-(11R,15R)-16,16-Dimethyl-11,15-dihydroxy-9-oxo-13-prosten-18-ynoic Acid). RXN SMILES: [CH3:1][C:2]([CH3:33])([CH2:29][C:30]#[C:31][CH3:32])[C@H:3]([O:22]C1CCCCO1)/[CH:4]=[CH:5]/[C@@H:6]1[C@@H:10]([CH2:11][CH2:12][CH2:13][CH2:14][CH2:15][CH2:16][C:17]([OH:19])=[O:18])[C:9](=[O:20])[CH2:8][C@H:7]1[OH:21]>C(O)(=O)C.O.C1COCC1>[CH3:1][C:2]([CH3:33])([CH2:29][C:30]#[C:31][CH3:32])[C@H:3]([OH:22])/[CH:4]=[CH:5]/[C@@H:6]1[C@@H:10]([CH2:11][CH2:12][CH2:13][CH2:14][CH2:15][CH2:16][C:17]([OH:19])=[O:18])[C:9](=[O:20])[CH2:8][C@H:7]1[OH:21] |f:1.2.3|. Reported procedure: 290 mg. of (13E)-(11R,15R)-16,16-dimethyl-11-hydroxy-9-oxo-15-(tetrahydropyran-2-yloxy)-13-prosten-18-ynoic acid is agitated for 16 hours at room temperature with 8 ml. of a mixture of glacial acetic acid/water/THF (65/35/10), evaporated under vacuum, and the residue purified by column chromatography on silica gel. With methylene chloride/5% methanol, 185 mg. of the title compound is obtained as a colorless oil. Starting materials: FC1=C(C=C(C=C1)C1CCN(CC1)C(=O)OC(C)(C)C)NC(CCCCC(C1=CC=CC=C1)=O)=O (tert-butyl 4-{4-fluoro-3-[(6-oxo-6-phenylhexanoyl)amino]phenyl}-1-piperidine carboxylate), FC(C(=O)O)(F)F (trifluoroacetic acid). Solvent: C(Cl)Cl (CH2Cl2). Conditions: time 30 minute. The product is FC1=C(C=C(C=C1)C1CCNCC1)NC(CCCCC(C1=CC=CC=C1)=O)=O (N-[2-fluoro-5-(4-piperidinyl)phenyl]-6-oxo-6-phenylhexanamide). The yield is 91.9%. RXN SMILES: [F:1][C:2]1[CH:7]=[CH:6][C:5]([CH:8]2[CH2:13][CH2:12][N:11](C(OC(C)(C)C)=O)[CH2:10][CH2:9]2)=[CH:4][C:3]=1[NH:21][C:22](=[O:35])[CH2:23][CH2:24][CH2:25][CH2:26][C:27](=[O:34])[C:28]1[CH:33]=[CH:32][CH:31]=[CH:30][CH:29]=1.FC(F)(F)C(O)=O>C(Cl)Cl>[F:1][C:2]1[CH:7]=[CH:6][C:5]([CH:8]2[CH2:9][CH2:10][NH:11][CH2:12][CH2:13]2)=[CH:4][C:3]=1[NH:21][C:22](=[O:35])[CH2:23][CH2:24][CH2:25][CH2:26][C:27](=[O:34])[C:28]1[CH:33]=[CH:32][CH:31]=[CH:30][CH:29]=1. Reported procedure: Into a solution of tert-butyl 4-{4-fluoro-3-[(6-oxo-6-phenylhexanoyl)amino]phenyl}-1-piperidine carboxylate (49.0 mg, 0.101 mmol) in CH2Cl2 (3.0 mL) was added trifluoroacetic acid (114 mg, 1.01 mmol) at room temperature. The reaction mixture was stirred for 30 min and concentrated in vacuo. The residue was dissolved in CHCl3/i-PrOH (3:1, 10 mL) and was basified to pH 11 with 5% KOH solution. The organic layer was separated and the aqueous layer was extracted with CHCl3/i-PrOH (3:1, 3×10 mL). The... The reactants are Cl, CC1=C(c2ccc(F)cc2)c2ccc(NC(=O)OC(C)(C)C)cc2OC1(C)C, C1COCCO1. The product is CC1=C(c2ccc(F)cc2)c2ccc(N)cc2OC1(C)C. RXN SMILES: [ClH:35].[F:1][c:2]1[cH:3][cH:4][c:5]([C:8]2=[C:9]([CH3:28])[C:10]([CH3:26])([CH3:27])[O:11][c:12]3[cH:13][c:14]([NH:18][C:19](=[O:20])[O:21][C:22]([CH3:23])([CH3:24])[CH3:25])[cH:15][cH:16][c:17]32)[cH:6][cH:7]1.[O:29]1[CH2:30][CH2:31][O:32][CH2:33][CH2:34]1>>[F:1][c:2]1[cH:3][cH:4][c:5]([C:8]2=[C:9]([CH3:28])[C:10]([CH3:26])([CH3:27])[O:11][c:12]3[cH:13][c:14]([NH2:18])[cH:15][cH:16][c:17]32)[cH:6][cH:7]1. The reactants are C([O-])(O)=O.[Na+] (sodium bicarbonate), ClC=1C=C(C(=O)OO)C=CC1 (m-chloroperoxybenzoic acid), CC1=C(C=CC=C1)C1=NSC(=N1)SN (3-(2-methylphenyl)-1,2,4-thiadiazole-5-sulfenamide). Solvent: COCCOC (1,2-dimethoxyethane), COCCOC (DME). Reaction conditions: time 2 hour. Product: O.CC1=C(C=CC=C1)C1=NSC(=N1)S(=O)N.CC1=C(C=CC=C1)C1=NSC(=N1)S(=O)N (3-(2-Methylphenyl)-1,2,4-thiadiazole-5-sulfinamide hemihydrate). RXN SMILES: ClC1C=C(C=CC=1)C(OO)=[O:6].[CH3:12][C:13]1[CH:18]=[CH:17][CH:16]=[CH:15][C:14]=1[C:19]1[N:23]=[C:22]([S:24][NH2:25])[S:21][N:20]=1.C(=O)(O)[O-:27].[Na+]>COCCOC>[OH2:6].[CH3:12][C:13]1[CH:18]=[CH:17][CH:16]=[CH:15][C:14]=1[C:19]1[N:23]=[C:22]([S:24]([NH2:25])=[O:27])[S:21][N:20]=1.[CH3:12][C:13]1[CH:18]=[CH:17][CH:16]=[CH:15][C:14]=1[C:19]1[N:23]=[C:22]([S:24]([NH2:25])=[O:6])[S:21][N:20]=1 |f:2.3,5.6.7|. Procedure: A solution of 3.86 g of 85% m-chloroperoxybenzoic acid (MCPBA) in 100 ml of 1,2-dimethoxyethane (DME) was added to a solution of 4 g of 3-(2-methylphenyl)-1,2,4-thiadiazole-5-sulfenamide in 150 ml of DME at -70° C. over an hour. The resulting solution was stirred for 2 hours at -70° and thereafter at room temperature overnight. Concentration gave a solid which was stirred with 100 ml of sodium bicarbonate solution for 2 hours, collected, washed with water and dried. Recrystallization from cycloh... Starting materials: C(#N)CC(CC(CC(=O)OC(C)(C)C)O)O (1,1-dimethylethyl 6-cyano-3,5-dihydroxyhexanoate), COC(C)(C)OC (2,2-dimethoxypropane), CS(=O)(=O)O (methanesulfonic acid). Product: C(#N)C[C@@H]1C[C@@H](OC(O1)(C)C)CC(=O)OC(C)(C)C ((4R cis) 1,1-dimethylethyl 6-cyanomethyl-2,2-dimethyl-1,3-dioxane-4-acetate). Yield: 70.5%. Reaction SMILES: [C:1]([CH2:3][CH:4]([OH:16])[CH2:5][CH:6]([OH:15])[CH2:7][C:8]([O:10][C:11]([CH3:14])([CH3:13])[CH3:12])=[O:9])#[N:2].CS(O)(=O)=O.CO[C:24](OC)([CH3:26])[CH3:25]>>[C:1]([CH2:3][C@H:4]1[O:16][C:24]([CH3:26])([CH3:25])[O:15][C@@H:6]([CH2:7][C:8]([O:10][C:11]([CH3:13])([CH3:12])[CH3:14])=[O:9])[CH2:5]1)#[N:2]. Reported procedure: Crude [R—(R*,R*)]-1,1-dimethylethyl 6-cyano-3,5-dihydroxyhexanoate (about 150 moles) from Step (2) is diluted with 100 kg of 2,2-dimethoxypropane and acidified with about 1 L of methanesulfonic acid. The reaction is quenched by the addition of aqueous sodium bicarbonate solution and concentrated by vacuum distillation. The residue is diluted with 150 L of hexane, and the layers separated. The organic layer is washed with aqueous sodium bicarbonate solution and cooled to 0° C.±10° C. to crystalli... Starting materials: B(Br)(Br)Br (boron tribromide), C([O-])([O-])=O.[Na+].[Na+] (sodium carbonate), C(C1=CC=CC=C1)C1=NOC(=N1)C=CC1=CC(=C(C=C1)OC)OC (3-Benzyl-5-[2-(3,4-dimethoxy-phenyl)-vinyl-]-[1,2,4]oxadiazole), compound. Reported procedure: 3-Benzyl-5-[2-(3,4-dimethoxy-phenyl)-vinyl-]-[1,2,4]oxadiazole (compound of Example 4, Method A, Step 1; 0.180 g, 0.55 mmol) was dissolved in dichloromethane (7 mL) and cooled to −78° C. A solution of boron tribromide (0.41 mL, 4.40 mmol) in dichloromethane (4 mL), which was cooled to 0° C., was added slowly over a period of 15 min. After 3 h, the reaction mixture was warmed to room temperature and stirred for 3 h. After completion of the reaction, the mixture was quenched by dropwise addition o... Yields the product C(C1=CC=CC=C1)C1=NOC(=N1)C=CC=1C=C(C(=CC1)O)O (4-[2-(3-Benzyl-[1,2,4]oxadiazol-5-yl)-vinyl]-benzene-1,2-diol). Reaction conditions: temperature -78 celsius, time 3 hour. RXN SMILES: [CH2:1]([C:8]1[N:12]=[C:11]([CH:13]=[CH:14][C:15]2[CH:20]=[CH:19][C:18]([O:21]C)=[C:17]([O:23]C)[CH:16]=2)[O:10][N:9]=1)[C:2]1[CH:7]=[CH:6][CH:5]=[CH:4][CH:3]=1.B(Br)(Br)Br.C(=O)([O-])[O-].[Na+].[Na+]>ClCCl.CO.C(Cl)(Cl)Cl>[CH2:1]([C:8]1[N:12]=[C:11]([CH:13]=[CH:14][C:15]2[CH:16]=[C:17]([OH:23])[C:18]([OH:21])=[CH:19][CH:20]=2)[O:10][N:9]=1)[C:2]1[CH:7]=[CH:6][CH:5]=[CH:4][CH:3]=1 |f:2.3.4|. Run in CO (methanol), C(Cl)(Cl)Cl (chloroform), ClCCl (dichloromethane), ClCCl (dichloromethane). The reactants are C(C)OC(=O)C=1NC(=CC1)C=O (5-formyl-1H-pyrrole-2-carboxylic acid ethyl ester), Cl.NO (hydroxylamine hydrochloride), C(C)O (ethanol), C(C)(=O)[O-].[Na+] (sodium acetate). Run in O (water). Reaction conditions: temperature 90 celsius, time 30 minute. Product: C(C)OC(=O)C=1NC(=CC1)C=NO (5-(Hydroxyimino-methyl)-1H-pyrrole-2-carboxylic acid ethyl ester). Yield: 69.0%. RXN SMILES: [CH2:1]([O:3][C:4]([C:6]1[NH:7][C:8]([CH:11]=O)=[CH:9][CH:10]=1)=[O:5])[CH3:2].Cl.[NH2:14][OH:15].C(O)C.C([O-])(=O)C.[Na+]>O>[CH2:1]([O:3][C:4]([C:6]1[NH:7][C:8]([CH:11]=[N:14][OH:15])=[CH:9][CH:10]=1)=[O:5])[CH3:2] |f:1.2,4.5|. Reported procedure: A mixture of 5-formyl-1H-pyrrole-2-carboxylic acid ethyl ester (as prepared in the previous step, 300 mg, 1.80 mmol), hydroxylamine hydrochloride (560 mg, 8.10 mmol), ethanol (10 mL), sodium acetate (1.10 g, 13.4 mmol) and water (10 mL) was stirred at 90° C. for 30 min. The solvents were removed in vacuo and the solid was collected on a Buchner funnel and washed with water (10 mL) to yield 226 mg (69%) of the title compound as a white solid: LC-MS (ESI, m/z): Calcd. for C8H11N2O3, 183.1 (M+H); f... The reactants are CC=1C=C(OCCO)C=CC1[N+](=O)[O-] (2-(3-methyl-4-nitrophenoxy)ethanol). The reagents and catalysts are [Pd] (palladium on carbon). Solvent: CO.O1CCCC1 (methanol tetrahydrofuran). Reaction conditions: time 4 hour. Yields the product OCCOC1=CC(=C(N)C=C1)C (4-(2-hydroxyethoxy)-2-methylaniline). Reaction SMILES: [CH3:1][C:2]1[CH:3]=[C:4]([CH:9]=[CH:10][C:11]=1[N+:12]([O-])=O)[O:5][CH2:6][CH2:7][OH:8]>CO.O1CCCC1.[Pd]>[OH:8][CH2:7][CH2:6][O:5][C:4]1[CH:9]=[CH:10][C:11]([NH2:12])=[C:2]([CH3:1])[CH:3]=1 |f:1.2|. Procedure: Under a nitrogen atmosphere, 2-(3-methyl-4-nitrophenoxy)ethanol (1.0 g, 5.3 mmol) was dissolved in methanol/tetrahydrofuran (30 mL/30 mL) and 10% palladium on carbon (0.37 g) was added at ambient temperature. The reaction mixture was agitated under a hydrogen atmosphere for 4 h. Palladium on carbon was removed by filtration with Celite and the solvent was removed under reduced pressure to afford 4-(2-hydroxyethoxy)-2-methylaniline as solid (0.80 g, y. 90%). As a reaction SMILES: Br[C:2]1[C:10]2[C:5](=[N:6][CH:7]=[CH:8][CH:9]=2)[S:4][CH:3]=1.CN(C=O)C.C(Cl)[Cl:17]>[Cu](Cl)Cl>[Cl:17][C:2]1[C:10]2[C:5](=[N:6][CH:7]=[CH:8][CH:9]=2)[S:4][CH:3]=1. Yields the product ClC1=CSC2=NC=CC=C21 (3-Chloro-thieno[2,3-b]pyridine). Procedure: 500 mg of 3-Bromo-thieno[2,3-b]pyridine (2.3 mmol) and 136 mg of copper chloride (I) (2.78 mmol) are placed into reaction vial with 3.0 ml of dry DMF. The vial is capped with a Teflon cap and heated at 130° C. overnight. The reaction mixture is poured into CH2Cl2 and washed with NaHCO3, brine and dried over Na2SO4. The solvents are removed and the residue applied onto a chromatography silica-gel column (Hexane:AcOEt=10:1) to give 280 mg of the title compound (71%); mass spectrum (m/e): 170; 1H-N... Reactants: BrC1=CSC2=NC=CC=C21 (3-Bromo-thieno[2,3-b]pyridine), CN(C)C=O (DMF), C(Cl)Cl (CH2Cl2), Teflon. Yield: 71.0%. Reaction conditions: temperature 130 celsius. The reagents and catalysts are [Cu](Cl)Cl (copper chloride).